Dataset: the Open Reaction Database (ORD), a public repository of structured organic reaction records. Task: describe an organic reaction: reactants, conditions, products, and yield Reactants: CC(=O)Nc1ccc(N(C)c2nc(C)nc3ccccc23)cc1, CI, [H-], [Na+], CN(C)C=O. Product: CC(=O)N(C)c1ccc(N(C)c2nc(C)nc3ccccc23)cc1. Reaction SMILES: [C:1]([CH3:2])(=[O:3])[NH:4][c:5]1[cH:6][cH:7][c:8]([N:11]([CH3:12])[c:13]2[n:14][c:15]([CH3:23])[n:16][c:17]3[cH:18][cH:19][cH:20][cH:21][c:22]23)[cH:9][cH:10]1.[CH3:24][I:25].[H-:26].[Na+:27].[O:28]=[CH:29][N:30]([CH3:31])[CH3:32]>>[C:1]([CH3:2])(=[O:3])[N:4]([c:5]1[cH:6][cH:7][c:8]([N:11]([CH3:12])[c:13]2[n:14][c:15]([CH3:23])[n:16][c:17]3[cH:18][cH:19][cH:20][cH:21][c:22]23)[cH:9][cH:10]1)[CH3:24].